This data is from the Open Reaction Database (ORD), a public repository of structured organic reaction records. The task is: describe an organic reaction: reactants, conditions, products, and yield Reactants: ClCCl, CS(=O)(=O)c1ccc(N2CCc3c(OC4CCNCC4)cccc32)cc1, CCN(C(C)C)C(C)C, Clc1ncc(-c2ccccc2)cn1, Cl. The product is CS(=O)(=O)c1ccc(N2CCc3c(OC4CCN(c5ncc(-c6ccccc6)cn5)CC4)cccc32)cc1. As a reaction SMILES: [CH2:50]([Cl:51])[Cl:52].[CH3:2][S:3](=[O:4])(=[O:5])[c:6]1[cH:7][cH:8][c:9]([N:12]2[CH2:13][CH2:14][c:15]3[c:16]([O:21][CH:22]4[CH2:23][CH2:24][NH:25][CH2:26][CH2:27]4)[cH:17][cH:18][cH:19][c:20]32)[cH:10][cH:11]1.[CH:28]([N:29]([CH2:30][CH3:31])[CH:32]([CH3:33])[CH3:34])([CH3:35])[CH3:36].[Cl:37][c:38]1[n:39][cH:40][c:41](-[c:44]2[cH:45][cH:46][cH:47][cH:48][cH:49]2)[cH:42][n:43]1.[ClH:1]>>[CH3:2][S:3](=[O:4])(=[O:5])[c:6]1[cH:7][cH:8][c:9]([N:12]2[CH2:13][CH2:14][c:15]3[c:16]([O:21][CH:22]4[CH2:23][CH2:24][N:25]([c:38]5[n:39][cH:40][c:41](-[c:44]6[cH:45][cH:46][cH:47][cH:48][cH:49]6)[cH:42][n:43]5)[CH2:26][CH2:27]4)[cH:17][cH:18][cH:19][c:20]32)[cH:10][cH:11]1. The reactants are O (water), [C-]#N.[K+] (Potassium cyanide), CS(=O)(=O)C1=NC(=C2N=CN(C2=N1)C1OCCCC1)NCCC1=CC=CC=C1 (2-(methylsulfonyl)-N-phenethyl-9-tetrahydro-2H-pyran-2-yl-9H-purin-6-amine), [C-]#N.[K+] (potassium cyanide). Run in CN(C=O)C (N,N-dimethylformamide). Reaction conditions: time 70 hour. Yields the product C(CC1=CC=CC=C1)NC1=C2N=CN(C2=NC(=N1)C#N)C1OCCCC1 (6-(Phenethylamino)-9-tetrahydro-2H-pyran-2-yl-9H-purine-2-carbonitrile). The yield is 67.9%. RXN SMILES: [C-:1]#[N:2].[K+].CS([C:8]1[N:16]=[C:15]2[C:11]([N:12]=[CH:13][N:14]2[CH:17]2[CH2:22][CH2:21][CH2:20][CH2:19][O:18]2)=[C:10]([NH:23][CH2:24][CH2:25][C:26]2[CH:31]=[CH:30][CH:29]=[CH:28][CH:27]=2)[N:9]=1)(=O)=O.O>CN(C)C=O>[CH2:24]([NH:23][C:10]1[N:9]=[C:8]([C:1]#[N:2])[N:16]=[C:15]2[C:11]=1[N:12]=[CH:13][N:14]2[CH:17]1[CH2:22][CH2:21][CH2:20][CH2:19][O:18]1)[CH2:25][C:26]1[CH:31]=[CH:30][CH:29]=[CH:28][CH:27]=1 |f:0.1|. Procedure: Potassium cyanide (5.6 g, 86.2 mmol) was added to a stirred solution of 2-(methylsulfonyl)-N-phenethyl-9-tetrahydro-2H-pyran-2-yl-9H-purin-6-amine (21.0 g, 43.1 mmol) (preparation 43) in N,N-dimethylformamide (100 ml). The reaction mixture was heated at 110° C. for 74 hr with extra potassium cyanide being added at 44 hr (3.3 g, 50.8 mmol) and 68 hr (1.2 g, 18.5 mmol). The reaction mixture was allowed to stand at room temperature for 70 hr, then poured into water (500 ml), extracted with diethyl ... The reactants are Cc1c(C(=O)OC(C)(C)C)oc2cccc(OS(=O)(=O)C(F)(F)F)c12, C1COCCN1, [K+], [K+], [K+], CC(=O)[O-], CC(=O)[O-], C1COCCO1, O, O=P([O-])([O-])[O-], [Pd+2]. Yields the product Cc1c(C(=O)OC(C)(C)C)oc2cccc(N3CCOCC3)c12. RXN SMILES: [C:1]([CH3:2])([CH3:3])([CH3:4])[O:5][C:6](=[O:7])[c:8]1[o:9][c:10]2[c:11]([c:12]1[CH3:13])[c:14]([O:18][S:19]([C:20]([F:21])([F:22])[F:23])(=[O:24])=[O:25])[cH:15][cH:16][cH:17]2.[CH2:34]1[CH2:35][O:36][CH2:37][CH2:38][NH:39]1.[K+:31].[K+:32].[K+:33].[O-:47][C:48]([CH3:49])=[O:50].[O-:51][C:52]([CH3:53])=[O:54].[O:40]1[CH2:41][CH2:42][O:43][CH2:44][CH2:45]1.[OH2:55].[P:26]([O-:27])([O-:28])([O-:29])=[O:30].[Pd+2:46]>>[C:1]([CH3:2])([CH3:3])([CH3:4])[O:5][C:6](=[O:7])[c:8]1[o:9][c:10]2[c:11]([c:12]1[CH3:13])[c:14]([N:39]1[CH2:34][CH2:35][O:36][CH2:37][CH2:38]1)[cH:15][cH:16][cH:17]2.